Dataset: the Open Reaction Database (ORD), a public repository of structured organic reaction records. Task: describe an organic reaction: reactants, conditions, products, and yield The reactants are Cl (HCl), N/C(=C(/C#N)\N)/C#N (diaminomaleonitrile), C(C1=CC=CC=C1)(=O)CC(C)=O (benzoylacetone). Run in C1=CC=CC=C1 (benzene). The product is C(#N)C1=NC(=CC(NC1C#N)(C1=CC=CC=C1)O)C (2,3-dicyano-5-hydroxy-5-phenyl-7-methyl-4H-1,4-diazepine). Reaction SMILES: Cl.[NH2:2]/[C:3](/[C:8]#[N:9])=[C:4](\[NH2:7])/[C:5]#[N:6].[C:10]([CH2:18][C:19](=O)[CH3:20])(=[O:17])[C:11]1[CH:16]=[CH:15][CH:14]=[CH:13][CH:12]=1>C1C=CC=CC=1>[C:5]([C:4]1[CH:3]([C:8]#[N:9])[NH:2][C:10]([OH:17])([C:11]2[CH:16]=[CH:15][CH:14]=[CH:13][CH:12]=2)[CH:18]=[C:19]([CH3:20])[N:7]=1)#[N:6]. Procedure details: In the presence of a catalytic amount of HCl (4N=4 mol/l), 1 mol of diaminomaleonitrile was reacted with 1 mol of benzoylacetone in a solvent (benzene) at 45° C. for 6 hours to give 2,3-dicyano-5-hydroxy-5-phenyl-7-methyl-4H-1,4-diazepine (compound 1a). The diazepine compound (1a) thus obtained was reacted with 4-methoxybenzaldehyde in the presence of piperidine to give the object compound 2,3-dicyano-5-hydroxy-5-phenyl-6-(4-methoxyphenylmethylidene)-7-methyl-4H-1,4-diazepine (compound 1). Starting materials: O=C1C=C(NC2=CC3=C(C=C12)C(C=C(N3)C(=O)[O-])=O)C(=O)[O-].OC(O)(O)[NH+](C)C(O)(O)O.OC(O)(O)[NH+](C(O)(O)O)C (di(tris-hydroxymethyl)methylammonium 1,4,6,9-tetrahydro-4,6-dioxopyrido[3,2-g]quinoline-2,8-dicarboxylate), OC(O)(O)NC ((tris-hydroxymethyl)methylamine). Yields the product N1=C(C=CC2=CC3=C(C=C12)N=C(C=C3)C(=O)[O-])C(=O)[O-].OC(O)(O)[NH+](C)C(O)(O)O.OC(O)(O)[NH+](C(O)(O)O)C (Di(tris-hydroxymethyl)methylammoniumpyrido[3,2-g]quinoline-2,8-dicarboxylat). As a reaction SMILES: O=[C:2]1[C:11]2[C:6](=[CH:7][C:8]3[NH:15][C:14]([C:16]([O-:18])=[O:17])=[CH:13][C:12](=O)[C:9]=3[CH:10]=2)[NH:5][C:4]([C:20]([O-:22])=[O:21])=[CH:3]1.[OH:23][C:24]([NH+:27]([C:29]([OH:32])([OH:31])[OH:30])[CH3:28])([OH:26])[OH:25].[OH:33][C:34]([NH+:37]([CH3:42])[C:38]([OH:41])([OH:40])[OH:39])([OH:36])[OH:35].OC(NC)(O)O>>[N:5]1[C:6]2[C:11](=[CH:10][C:9]3[CH:12]=[CH:13][C:14]([C:16]([O-:18])=[O:17])=[N:15][C:8]=3[CH:7]=2)[CH:2]=[CH:3][C:4]=1[C:20]([O-:22])=[O:21].[OH:23][C:24]([NH+:27]([C:29]([OH:32])([OH:31])[OH:30])[CH3:28])([OH:26])[OH:25].[OH:33][C:34]([NH+:37]([CH3:42])[C:38]([OH:41])([OH:40])[OH:39])([OH:36])[OH:35] |f:0.1.2,4.5.6|. Procedure: To a solution of 5 gm. of di(tris-hydroxymethyl) methylammonium 10-chloro-1,4,6,9-tetrahydro-4,6-dioxopyrido[4,3-g]quinoline-2,8-dicarboxylate in 100 ml. of water is added 2.0 g. of 5% palladium-on-charcoal catalyst and 5.0 g. of magnesium oxide. The resulting mixture is hydrogenated at an initial pressure of 3 atmospheres of hydrogen until 1 mole of hydrogen has been absorbed. The mixture is filtered and the filtrate acidified by the addition of dilute hydrochloric acid. The resulting precipita... Starting materials: BrC1=C(C=O)C=CC=C1 (2-bromobenzaldehyde), C[C@H]([C@@H](C1=CC=CC=C1)O)NC ((-)-pseudoephedrine). Solvent: C1(=CC=CC=C1)C (toluene), C1(=CC=CC=C1)C (toluene). Product: BrC1=C(C=CC=C1)[C@H]1O[C@@H]([C@H](N1C)C)C1=CC=CC=C1 ((2R, 4R, 5R) -2- (2-Bromophenyl) -3,4-dimethyl-5-phenyloxazolidine). As a reaction SMILES: [Br:1][C:2]1[CH:9]=[CH:8][CH:7]=[CH:6][C:3]=1[CH:4]=[O:5].[CH3:10][C@@H:11]([NH:20][CH3:21])[C@H:12](O)[C:13]1[CH:18]=[CH:17][CH:16]=[CH:15][CH:14]=1>C1(C)C=CC=CC=1>[Br:1][C:2]1[CH:9]=[CH:8][CH:7]=[CH:6][C:3]=1[C@@H:4]1[N:20]([CH3:21])[C@H:11]([CH3:10])[C@@H:12]([C:13]2[CH:18]=[CH:17][CH:16]=[CH:15][CH:14]=2)[O:5]1. Procedure: To a solution of 2-bromobenzaldehyde (18.78 g, 101.50 mmole, 1.0 eq) in toluene (100 mL) was added (-)-pseudoephedrine (16.73 g, 101.24 mmole, 1.0 eq). The mixture was refluxed for 16 h under an argon atmosphere using a Dean-Stark trap to remove the generated water. Concentration in vacuo gave 33.53 g (100%, corrected for 2 wt % toluene by 1H NMR) of a 40:1 mixture of title compound and a minor diastereomer as a light yellow oil. The reactants are C=CCNc1cc2c(c3ccccc13)C(CCl)CN2C(=O)c1cc2cc(OC)c(OC)c(OC)c2[nH]1, ClCCl, [Na], CC1(C)C2CCC1(CS(=O)(=O)O)C(=O)C2, O=S(O)c1ccccc1, c1ccc(P(c2ccccc2)(c2ccccc2)[Pd](P(c2ccccc2)(c2ccccc2)c2ccccc2)(P(c2ccccc2)(c2ccccc2)c2ccccc2)P(c2ccccc2)(c2ccccc2)c2ccccc2)cc1. Product: COc1cc2cc(C(=O)N3CC(CCl)c4c3cc(N)c3ccccc43)[nH]c2c(OC)c1OC. Reaction SMILES: [CH2:26]([CH:27]=[CH2:28])[NH:29][c:30]1[c:31]2[c:32]([c:33]3[c:37]([cH:38]1)[N:36]([C:39](=[O:40])[c:41]1[nH:42][c:43]4[c:44]([O:54][CH3:55])[c:45]([O:52][CH3:53])[c:46]([O:50][CH3:51])[cH:47][c:48]4[cH:49]1)[CH2:35][CH:34]3[CH2:56][Cl:57])[cH:58][cH:59][cH:60][cH:61]2.[Cl:62][CH2:63][Cl:64].[Na:10].[O:11]=[S:12](=[O:13])([OH:14])[CH2:15][C:16]12[CH2:17][CH2:18][CH:19]([C:20]1([CH3:21])[CH3:22])[CH2:23][C:24]2=[O:25].[OH:1][S:2]([c:3]1[cH:4][cH:5][cH:6][cH:7][cH:8]1)=[O:9].[cH:65]1[cH:66][cH:67][c:68]([P:69]([Pd:70]([P:71]([c:72]2[cH:73][cH:74][cH:75][cH:76][cH:77]2)([c:78]2[cH:79][cH:80][cH:81][cH:82][cH:83]2)[c:84]2[cH:85][cH:86][cH:87][cH:88][cH:89]2)([P:90]([c:91]2[cH:92][cH:93][cH:94][cH:95][cH:96]2)([c:97]2[cH:98][cH:99][cH:100][cH:101][cH:102]2)[c:103]2[cH:104][cH:105][cH:106][cH:107][cH:108]2)[P:109]([c:110]2[cH:111][cH:112][cH:113][cH:114][cH:115]2)([c:116]2[cH:117][cH:118][cH:119][cH:120][cH:121]2)[c:122]2[cH:123][cH:124][cH:125][cH:126][cH:127]2)([c:128]2[cH:129][cH:130][cH:131][cH:132][cH:133]2)[c:134]2[cH:135][cH:136][cH:137][cH:138][cH:139]2)[cH:140][cH:141]1>>[NH2:29][c:30]1[c:31]2[c:32]([c:33]3[c:37]([cH:38]1)[N:36]([C:39](=[O:40])[c:41]1[nH:42][c:43]4[c:44]([O:54][CH3:55])[c:45]([O:52][CH3:53])[c:46]([O:50][CH3:51])[cH:47][c:48]4[cH:49]1)[CH2:35][CH:34]3[CH2:56][Cl:57])[cH:58][cH:59][cH:60][cH:61]2. The solvent is C(C)#N (acetonitrile). Reported procedure: 3.2 g of ethyl 2-[4-(tert-butoxycarbonylamino)-3-(2-isoindolin-2-yl-2-oxoacetyl)phenyl]-2-methylpropanoate are dissolved in 100 ml of acetonitrile under argon. 1.012 g of caesium fluoride and 1.81 ml of bis(trimethylsilyl)carbodiimide are added to the solution. The mixture is stirred at room temperature for 15 min, and 14 ml of hydrochloric acid (1N) are then added, and the mixture is neutralised using bicarbonate. The aqueous phase is washed three times with 100 ml of ethyl acetate each time. T... RXN SMILES: C(OC([NH:8][C:9]1[CH:14]=[CH:13][C:12]([C:15]([CH3:22])([CH3:21])[C:16]([O:18][CH2:19][CH3:20])=[O:17])=[CH:11][C:10]=1[C:23](=O)[C:24]([N:26]1[CH2:34][C:33]2[C:28](=[CH:29][CH:30]=[CH:31][CH:32]=2)[CH2:27]1)=[O:25])=O)(C)(C)C.[F-].[Cs+].C[Si]([N:42]=[C:43]=[N:44][Si](C)(C)C)(C)C.Cl.C(=O)(O)[O-]>C(#N)C>[NH2:42][C:43]1[N:44]=[C:23]([C:24]([N:26]2[CH2:27][C:28]3[C:33](=[CH:32][CH:31]=[CH:30][CH:29]=3)[CH2:34]2)=[O:25])[C:10]2[C:9](=[CH:14][CH:13]=[C:12]([C:15]([CH3:21])([CH3:22])[C:16]([O:18][CH2:19][CH3:20])=[O:17])[CH:11]=2)[N:8]=1 |f:1.2|. Conditions: time 15 minute. Product: NC1=NC2=CC=C(C=C2C(=N1)C(=O)N1CC2=CC=CC=C2C1)C(C(=O)OCC)(C)C (Ethyl 2-[2-amino-4-(isoindoline-2-carbonyl)quinazolin-6-yl]-2-methylpropanoate). Starting materials: Cl (hydrochloric acid), C(C)(C)(C)OC(=O)NC1=C(C=C(C=C1)C(C(=O)OCC)(C)C)C(C(=O)N1CC2=CC=CC=C2C1)=O (ethyl 2-[4-(tert-butoxycarbonylamino)-3-(2-isoindolin-2-yl-2-oxoacetyl)phenyl]-2-methylpropanoate), [F-].[Cs+] (caesium fluoride), C[Si](C)(C)N=C=N[Si](C)(C)C (bis(trimethylsilyl)carbodiimide), C([O-])(O)=O (bicarbonate).